This data is from the Open Reaction Database (ORD), a public repository of structured organic reaction records. The task is: describe an organic reaction: reactants, conditions, products, and yield Reactants: ( 16 ), Cl.OC(CNC(CC1=CC=C(C=C1)OC)(C)C)COC1=CC=C(C=C1)OC (N-[2-Hydroxy-3-(4-methoxyphenoxy)propyl]-1,1-dimethyl-2-(4-methoxyphenyl)-ethylamine Hydrochloride), ( 18 ), Cl.OC(CNC(CC1=CC=C(C=C1)OC)(C)C)COC1=C(C=CC=C1)C (N-[2-Hydroxy-3-(2-methylphenoxy)propyl]-1,1-dimethyl-2-(4-methoxyphenyl)-ethylamine Hydrochloride), ( 6 ), ( 11 ), Cl.OC(CNC(CC1=CC=C(C=C1)OC)(C)C)COC1=CC(=CC=C1)C(F)(F)F (N-[2-Hydroxy-3-(3-trifluoromethylphenoxy)propyl]-1,1-dimethyl-2-(4-methoxyphenyl)ethylamine Hydrochloride), ( 100 ), ( 9 ), ( 24 ). Yields the product Cl.OC(CNC(CC1=CC=C(C=C1)OC)(C)C)COC1=CC(=CC(=C1)OC)OC (N-[2-hydroxy-3-(3,5-dimethoxy-phenoxy)propyl]-1,l-dimethyl-2-(4-methoxyphenyl)ethylamine Hydrochloride). Reaction SMILES: [ClH:1].[OH:2][CH:3]([CH2:18][O:19][C:20]1[CH:25]=[CH:24][CH:23]=[CH:22][C:21]=1C)[CH2:4][NH:5][C:6]([CH3:17])([CH3:16])[CH2:7][C:8]1[CH:13]=[CH:12][C:11]([O:14][CH3:15])=[CH:10][CH:9]=1.Cl.[OH:28][CH:29](COC1C=CC(OC)=CC=1)CNC(C)(C)CC1C=CC(OC)=CC=1.Cl.[OH:55][CH:56](COC1C=CC=C(C(F)(F)F)C=1)CNC(C)(C)CC1C=CC(OC)=CC=1>>[ClH:1].[OH:2][CH:3]([CH2:18][O:19][C:20]1[CH:25]=[C:24]([O:28][CH3:29])[CH:23]=[C:22]([O:55][CH3:56])[CH:21]=1)[CH2:4][NH:5][C:6]([CH3:17])([CH3:16])[CH2:7][C:8]1[CH:13]=[CH:12][C:11]([O:14][CH3:15])=[CH:10][CH:9]=1 |f:0.1,2.3,4.5,6.7|. Procedure details: GC/EI-MS, m/z (rel. int.) 390 (M+,0.0), 269 (16), 268 (100), 193 (9), 163 (8), 154 (7), 121 (24), 114 (46), 76 (6), 71 (11), 70 (18). The reactants are CC(C)O, Nc1nc(Cl)cc(-c2ccccc2)n1, Nc1ccc(Oc2ccnc(C(F)(F)F)n2)cc1, [Na+], [OH-], O. Yields the product Nc1nc(Nc2ccc(Oc3ccnc(C(F)(F)F)n3)cc2)cc(-c2ccccc2)n1. Reaction SMILES: [CH:33]([OH:34])([CH3:35])[CH3:36].[Cl:19][c:20]1[n:21][c:22]([NH2:32])[n:23][c:24](-[c:26]2[cH:27][cH:28][cH:29][cH:30][cH:31]2)[cH:25]1.[F:1][C:2]([c:3]1[n:4][cH:5][cH:6][c:7]([O:9][c:10]2[cH:11][cH:12][c:13]([NH2:14])[cH:15][cH:16]2)[n:8]1)([F:17])[F:18].[Na+:38].[OH-:37].[OH2:39]>>[F:1][C:2]([c:3]1[n:4][cH:5][cH:6][c:7]([O:9][c:10]2[cH:11][cH:12][c:13]([NH:14][c:20]3[n:21][c:22]([NH2:32])[n:23][c:24](-[c:26]4[cH:27][cH:28][cH:29][cH:30][cH:31]4)[cH:25]3)[cH:15][cH:16]2)[n:8]1)([F:17])[F:18]. The reactants are CCOC(C)=N, CC#N, Cl, CCCc1cc(N)n[nH]1. The product is Cl, CCCc1cc(NC(C)=N)n[nH]1. RXN SMILES: [C:11]([CH3:12])([O:13][CH2:14][CH3:15])=[NH:16].[CH3:17][C:18]#[N:19].[ClH:10].[NH2:1][c:2]1[n:3][nH:4][c:5]([CH2:7][CH2:8][CH3:9])[cH:6]1>>[ClH:10].[NH:1]([c:2]1[n:3][nH:4][c:5]([CH2:7][CH2:8][CH3:9])[cH:6]1)[C:11]([CH3:12])=[NH:16]. Starting materials: CNC, [Cl-], [Cl-], [Cl-], [Cl-], O=C1CCCCC1, [Ti+4]. The product is CN(C)C1=CCCCC1. RXN SMILES: [CH3:1][NH:2][CH3:3].[Cl-:11].[Cl-:12].[Cl-:13].[Cl-:14].[O:4]=[C:5]1[CH2:6][CH2:7][CH2:8][CH2:9][CH2:10]1.[Ti+4:15]>>[CH3:1][N:2]([CH3:3])[C:5]1=[CH:6][CH2:7][CH2:8][CH2:9][CH2:10]1. The reactants are NC=1SC=CN1 (2-aminothiazole), CCN=C=NCCCN(C)C (EDAC), C=1C=CC2=C(C1)N=NN2O (HOBt), N1C=C(C2=CC=CC=C12)C(=O)O (indole-3-carboxylic acid). Run in CN1CCCC1=O (NMP). Conditions: temperature 120 celsius. Yields the product S1C(=NC=C1)NC(=O)C1=CN(C2=CC=CC=C12)C1CCCC1 (1-Cyclopentyl-1H-indole-3-carboxylic acid thiazol-2-ylamide). RXN SMILES: [NH:1]1[C:9]2[C:4](=[CH:5][CH:6]=[CH:7][CH:8]=2)[C:3]([C:10]([OH:12])=O)=[CH:2]1.CCN=C=NCCCN(C)C.C1[CH:25]=[CH:26][C:27]2N(O)N=N[C:28]=2[CH:29]=1.[NH2:34][C:35]1[S:36][CH:37]=[CH:38][N:39]=1>CN1C(=O)CCC1>[S:36]1[CH:37]=[CH:38][N:39]=[C:35]1[NH:34][C:10]([C:3]1[C:4]2[C:9](=[CH:8][CH:7]=[CH:6][CH:5]=2)[N:1]([CH:25]2[CH2:26][CH2:27][CH2:28][CH2:29]2)[CH:2]=1)=[O:12]. Procedure details: The crude derivative of indole-3-carboxylic acid was dissolved in NMP (5 mL). EDAC (1.09 g, 5.7 mmol) and HOBt (0.92 g, 6.84 mmol) were added. The mixture was stirred at room temperature for 1 hour before 2-aminothiazole (5.7 mmol) was added. The mixture was heated to 120° C. for 2 hours. After cooling to room temperature the reaction mixture was separated between diethyl ether (50 mL) and water (50 mL). The organic phase was washed with saturated aqueous Na2CO3 (50 mL), dried (Na2SO4) and the s... Reactants: CN1[C@@H]2CC[C@H]1C[C@H](C2)OC(=O)[C@H](CO)C=3C=CC=CC3.OS(=O)(=O)O (Hyoscyamine sulfate), stainless steel. The solvent is O (Water), O (Water). The product is CN1[C@@H]2CC[C@H]1C[C@H](C2)OC(=O)[C@H](CO)C=3C=CC=CC3 (hyoscyamine). Reaction SMILES: [CH3:1][N:2]1[C@@H:6]2[CH2:7][C@@H:8]([O:10][C:11]([C@@H:13]([C:16]3[CH:17]=[CH:18][CH:19]=[CH:20][CH:21]=3)[CH2:14][OH:15])=[O:12])[CH2:9][C@H:3]1[CH2:4][CH2:5]2.OS(O)(=O)=O>O>[CH3:1][N:2]1[C@@H:6]2[CH2:7][C@@H:8]([O:10][C:11]([C@@H:13]([C:16]3[CH:17]=[CH:18][CH:19]=[CH:20][CH:21]=3)[CH2:14][OH:15])=[O:12])[CH2:9][C@H:3]1[CH2:4][CH2:5]2 |f:0.1|. Procedure details: Hyoscyamine sulfate (0.188 kg) is added to 2.0 kg of Purified Water, USP, in a stainless steel container. An additional 1.0 kg of Purified Water, USP, is added to rinse the remaining hyoscyamine suflate, and the rinse solution is added to the solution in the stainless steel container to form a concentrated hyoscyamine solution. The concentrated hyoscyamine solution is transferred, with slow addition, to a stainless steel mixing tank containing 15.0 kg of Purified Water, USP. The stainless steel ... Reactants: N[C@H]1C(NCC2=C(C1)C=CC=C2)=O (4(R)-amino-2,3,4,5-tetrahydro-1H-2-benzazepin-3-one), C([O-])([O-])=O.[K+].[K+] (potassium carbonate), ClC(=O)OCC1=CC=CC=C1 (benzyl chloroformate). Solvent: CCOCC (ether), O1CCCC1 (tetrahydrofuran). Run at time 6 hour. The product is C(C1=CC=CC=C1)OC(=O)N[C@H]1C(NCC2=C(C1)C=CC=C2)=O (4(R)-Benzyloxycarbonylamino-2,3,4,5-tetrahydro-1H-2-benzazepin-3-one). The yield is 95.8%. As a reaction SMILES: [NH2:1][C@@H:2]1[CH2:8][C:7]2[CH:9]=[CH:10][CH:11]=[CH:12][C:6]=2[CH2:5][NH:4][C:3]1=[O:13].C(=O)([O-])[O-].[K+].[K+].Cl[C:21]([O:23][CH2:24][C:25]1[CH:30]=[CH:29][CH:28]=[CH:27][CH:26]=1)=[O:22]>O1CCCC1.CCOCC>[CH2:24]([O:23][C:21]([NH:1][C@@H:2]1[CH2:8][C:7]2[CH:9]=[CH:10][CH:11]=[CH:12][C:6]=2[CH2:5][NH:4][C:3]1=[O:13])=[O:22])[C:25]1[CH:30]=[CH:29][CH:28]=[CH:27][CH:26]=1 |f:1.2.3|. Procedure details: A solution of 210 mg (1.19 mmol) of 4(R)-amino-2,3,4,5-tetrahydro-1H-2-benzazepin-3-one in 5 mL of tetrahydrofuran was treated with 5 mL of 10% aqueous potassium carbonate followed by 0.20 mL (0.24 g, 1.3 mmol, 1.1 eq) of 95% benzyl chloroformate. The mixture was stirred vigorously at room temperature for 6 hours then diluted with 20 mL of ether and the mixture transferred to a separatory funnel. The lower aqueous layer was removed and washed with several portions of ether. The combined ether wa... Starting materials: [BH4-].[Na+] (sodium borohydride), N1=CN=CC(=C1)C(=O)C(C)(C)C (tert.-butyl 5-pyrimidinyl ketone). The solvent is O (water), CO (methanol). Conditions: time 1 hour. Yields the product OC(C(C)(C)C)C=1C=NC=NC1 (5-(1-hydroxy-2,2-dimethyl-propyl)-pyrimidine). Isolated yield 95.1%. Reaction SMILES: [BH4-].[Na+].[N:3]1[CH:8]=[C:7]([C:9]([C:11]([CH3:14])([CH3:13])[CH3:12])=[O:10])[CH:6]=[N:5][CH:4]=1>O.CO>[OH:10][CH:9]([C:7]1[CH:6]=[N:5][CH:4]=[N:3][CH:8]=1)[C:11]([CH3:14])([CH3:12])[CH3:13] |f:0.1|. Reported procedure: 1.27 g (0.034 mole) of sodium borohydride in 10 ml of water are added to 16.4 g (0.1 mole) of tert.-butyl 5-pyrimidinyl ketone in 100 ml of methanol at room temperature. The reaction mixture is stirred at room temperature for 1 hour and concentrated in vacuo, the residue is distilled in methylene chloride and the solution is concentrated again in vacuo. 15.8 g (95% of theory) of 5-(1-hydroxy-2,2-dimethyl-propyl)-pyrimidine of melting point 93°-95° C. are obtained. Starting materials: C1(CCC(C2CC=CC=C12)=O)=O (tetrahydronaphthoquinone), C=CC=CCCC=C (1,3,7-octatriene), N12CCCN=C2CCC1 (1,5-diazabicyclo[4.3.0]non-5-ene). The solvent is C(C)O (ethanol), C1=CC=CC=C1 (benzene), C(C)O (ethanol). Reaction conditions: time 24 hour. The product is C(CC=C)C1C=CCC=2C(C=3CCCCC3C(C12)=O)=O (1-(3-Butenyl)-1,4,5,6,7,8-Hexahydroanthraquinone). Isolated yield 49.1%. As a reaction SMILES: [C:1]1(=[O:12])[C:10]2[CH:5]([CH2:6][CH:7]=[CH:8][CH:9]=2)[C:4](=[O:11])[CH2:3][CH2:2]1.[CH2:13]=[CH:14][CH:15]=[CH:16][CH2:17][CH2:18][CH:19]=[CH2:20].N12CCCC1=NCCC2>C(O)C.C1C=CC=CC=1>[CH2:17]([CH:16]1[C:2]2[C:1](=[O:12])[C:10]3[CH2:9][CH2:8][CH2:7][CH2:6][C:5]=3[C:4](=[O:11])[C:3]=2[CH2:13][CH:14]=[CH:15]1)[CH2:18][CH:19]=[CH2:20]. Procedure: A mixture of 13.8 g of tetrahydronaphthoquinone (0.085 mole) and 10 g (0.092.5 mole) of 1,3,7-octatriene was refluxed for 11/2 hours in 100 ml of ethanol. After the addition of 1 ml of 1,5-diazabicyclo[4.3.0]non-5-ene (DBN), the mixture was stirred while exposed to air for 24 hours. The ethanol was then blown off and the residue was dissolved in benzene and chromatographed on acidic alumina. From the eluate, 11.2 g of crude product were obtained (49% yield). The crude product was rechromatograph...